From a dataset of the Open Reaction Database (ORD), a public repository of structured organic reaction records. describe an organic reaction: reactants, conditions, products, and yield Starting materials: CN1C(=NC(=C1C(=O)OCC)C(=O)OCC)SC (Diethyl 1-methyl-2-(methylthio)-4,5-imidazoledicarboxylate), [H-].[Al+3].[Li+].[H-].[H-].[H-] (lithium aluminum hydride), [OH-].[Na+] (sodium hydroxide), [H-] (hydride). The solvent is CCOCC (ether), ClCCl (dichloromethane), O (water), O (water). Reaction conditions: time 3 hour. Yields the product CSC=1NC(=C(N1)CO)CO (2-(methylthio)-4,5-bis(hydroxymethyl) imidazole). Reaction SMILES: C[N:2]1[C:6]([C:7](OCC)=[O:8])=[C:5]([C:12](OCC)=[O:13])[N:4]=[C:3]1[S:17][CH3:18].[H-].[Al+3].[Li+].[H-].[H-].[H-].[H-].[OH-].[Na+]>CCOCC.O.ClCCl>[CH3:18][S:17][C:3]1[NH:4][C:5]([CH2:12][OH:13])=[C:6]([CH2:7][OH:8])[N:2]=1 |f:1.2.3.4.5.6,8.9|. Procedure: A solution of the above diethyl 2- (methylthio)-4,5-imidazoledicarboxylate (23 mmol) in freshly distilled anhydrous dichloromethane (50 mL) is added slowly to a stirred suspension of lithium aluminum hydride (69 mmol) in anhydrous ether (140 mL) at 0°-5° C. The mixture is stirred at about 0°-5° C. for about 3 hours after the addition is completed, then for about 1 hour at room temperature. The excess hydride is carefully decomposed by the slow, sequential addition of water (2.6 mL), 15% sodium h...